This data is from the Open Reaction Database (ORD), a public repository of structured organic reaction records. The task is: describe an organic reaction: reactants, conditions, products, and yield Starting materials: tall oil, C1=CC=C(C=C1)/C=C/CO[C@H]2[C@@H]([C@H]([C@@H]([C@H](O2)CO)O)O)O (rosin), C1=CC=C(C=C1)/C=C/CO[C@H]2[C@@H]([C@H]([C@@H]([C@H](O2)CO)O)O)O (rosin), C(\C=C\C(=O)O)(=O)O (Fumaric acid), C1=CC=C(C=C1)/C=C/CO[C@H]2[C@@H]([C@H]([C@@H]([C@H](O2)CO)O)O)O (rosin). Yields the product C1=CC=C(C=C1)/C=C/CO[C@H]2[C@@H]([C@H]([C@@H]([C@H](O2)CO)O)O)O.C(\C=C\C(=O)O)(=O)O (rosin fumaric acid). As a reaction SMILES: [CH:1]1[CH:6]=[CH:5][C:4](/[CH:7]=[CH:8]/[CH2:9][O:10][C@@H:11]2[O:16][C@H:15]([CH2:17][OH:18])[C@@H:14]([OH:19])[C@H:13]([OH:20])[C@H:12]2[OH:21])=[CH:3][CH:2]=1.[C:22]([OH:29])(=[O:28])/[CH:23]=[CH:24]/[C:25]([OH:27])=[O:26]>>[CH:1]1[CH:2]=[CH:3][C:4](/[CH:7]=[CH:8]/[CH2:9][O:10][C@@H:11]2[O:16][C@H:15]([CH2:17][OH:18])[C@@H:14]([OH:19])[C@H:13]([OH:20])[C@H:12]2[OH:21])=[CH:5][CH:6]=1.[C:22]([OH:29])(=[O:28])/[CH:23]=[CH:24]/[C:25]([OH:27])=[O:26] |f:2.3|. Procedure details: A resin was prepared according to the method of the present invention by placing 1000 grams of tall oil rosin in an autoclave equipped for heating, cooling, pressurizing and stirring the reaction medium. The rosin was heated to 200° C. under a nitrogen atmosphere. Fumaric acid in the amount of 240 grams was added to the heated rosin and the mixture was reacted for 4 hours at 200° C. at atmospheric pressure under a nitrogen gas blanket in order to form a rosin/fumaric acid adduct. At the end of t... The reactants are C(C)N(CC)CC1=C(C=C(S1)C(=O)O)C (5-diethylaminomethyl-4-methyl-thiophene-2-carboxylic acid), OC1=C(C=C(C(=N)NO)C=C1C)OC (4,N-dihydroxy-3-methoxy-5-methyl-benzamidine). The product is C(C)N(CC)CC1=C(C=C(S1)C1=NC(=NO1)C1=CC(=C(C(=C1)C)O)OC)C (4-[5-(5-Diethylaminomethyl-4-methyl-thiophen-2-yl)-[1,2,4]oxadiazol-3-yl]-2-methoxy-6-methyl-phenol). Yield: 35.3%. As a reaction SMILES: [CH2:1]([N:3]([CH2:6][C:7]1[S:11][C:10]([C:12]([OH:14])=O)=[CH:9][C:8]=1[CH3:15])[CH2:4][CH3:5])[CH3:2].[OH:16][C:17]1[C:26]([CH3:27])=[CH:25][C:20]([C:21]([NH:23]O)=[NH:22])=[CH:19][C:18]=1[O:28][CH3:29]>>[CH2:4]([N:3]([CH2:6][C:7]1[S:11][C:10]([C:12]2[O:14][N:23]=[C:21]([C:20]3[CH:25]=[C:26]([CH3:27])[C:17]([OH:16])=[C:18]([O:28][CH3:29])[CH:19]=3)[N:22]=2)=[CH:9][C:8]=1[CH3:15])[CH2:1][CH3:2])[CH3:5]. Procedure details: The title compound (16 mg) is prepared starting from 5-diethylaminomethyl-4-methyl-thiophene-2-carboxylic acid (30 mg, 130 μmol) and 4,N-dihydroxy-3-methoxy-5-methyl-benzamidine (23 mg, 117 μmol) according to Method A; LC-MS: tR=0.57 min; [M+1]+=387.78. Conditions: temperature 80 celsius. Run in O (water). Procedure details: 34.8 g (0.2 mol) of adipic acid monoethyl ester are added dropwise and with stirring to 19.8 g (0.2 mol) of cyclohexylamine. The temperature rises to 60° C. The reaction mixture is heated to 80° C. for 1 h. After cooling, the solution is poured into 200 ml of water and then extracted with 300 ml of ethyl ether. The ether phase is stirred into 150 ml of potassium hydrogen carbonate solution. After separation of the ether phase when settling has taken place, the aqueous phase is acidified to pH 1 ... As a reaction SMILES: C(O[C:4](=[O:12])[CH2:5][CH2:6][CH2:7][CH2:8][C:9]([OH:11])=[O:10])C.[CH:13]1([NH2:19])[CH2:18][CH2:17][CH2:16][CH2:15][CH2:14]1>O>[CH:13]1([NH:19][C:4](=[O:12])[CH2:5][CH2:6][CH2:7][CH2:8][C:9]([OH:11])=[O:10])[CH2:18][CH2:17][CH2:16][CH2:15][CH2:14]1. The reactants are C(C)OC(CCCCC(=O)O)=O (adipic acid monoethyl ester), C1(CCCCC1)N (cyclohexylamine). Product: C1(CCCCC1)NC(CCCCC(=O)O)=O (Adipic acid mono-N-cyclohexylamide). Starting materials: ClC1=C(COC(NC=2C=NN(C2)CC=2OC(=CC2)CO)=O)C=CC=C1 ([1-(5-hydroxymethyl-furan-2-ylmethyl)-1H-pyrazol-4-yl]-carbamic acid 2-chloro-benzyl ester), N#N (N2). The reagents and catalysts are O=[Mn]=O (MnO2). The solvent is C(=O)(C)C#N (AcCN). Run at time 8 hour. Yields the product ClC1=C(COC(NC=2C=NN(C2)CC=2OC(=CC2)C=O)=O)C=CC=C1 ([1-(5-Formyl-furan-2-ylmethyl)-1H-pyrazol-4-yl]-carbamic acid 2-chloro-benzyl ester). Reaction SMILES: N#N.[Cl:3][C:4]1[CH:27]=[CH:26][CH:25]=[CH:24][C:5]=1[CH2:6][O:7][C:8](=[O:23])[NH:9][C:10]1[CH:11]=[N:12][N:13]([CH2:15][C:16]2[O:17][C:18]([CH2:21][OH:22])=[CH:19][CH:20]=2)[CH:14]=1>C(C#N)(C)=O.O=[Mn]=O>[Cl:3][C:4]1[CH:27]=[CH:26][CH:25]=[CH:24][C:5]=1[CH2:6][O:7][C:8](=[O:23])[NH:9][C:10]1[CH:11]=[N:12][N:13]([CH2:15][C:16]2[O:17][C:18]([CH:21]=[O:22])=[CH:19][CH:20]=2)[CH:14]=1. Procedure: In a flame dried round-bottomed flask equipped with a magnetic stir bar and under inert atmosphere (N2), a solution of [1-(5-hydroxymethyl-furan-2-ylmethyl)-1H-pyrazol-4-yl]-carbamic acid 2-chloro-benzyl ester (300 mg, 0.83 mmol) in AcCN (8.0 mL) was treated at rt with MnO2 (400 mg, 4.15 mmol). The reaction mixture was stirred at rt overnight before being filtered through Celite and the solvent was removed under reduced pressure to give the title compound as a yellow oil. LC-MS-conditions 02: tR...